From a dataset of the Open Reaction Database (ORD), a public repository of structured organic reaction records. describe an organic reaction: reactants, conditions, products, and yield The reactants are [H-].[Na+] (sodium hydride), CN1CC2=C(NC=3C=CC(=CC23)C)C(C1)(C)C (2,4,4,8-Tetramethyl-2,3,4,5-tetrahydro-1H-pyrido[4,3-b]indole), O1C(C1)C1=CC=NC=C1 (4-Oxiranyl-pyridine). Run in CN(C)C=O (DMF), CN(C)C=O (DMF). Run at time 4 hour. Yields the product N1=CC=C(C=C1)C(CN1C2=C(C=3C=C(C=CC13)C)CN(CC2(C)C)C)O (1-pyridin-4-yl-2-(2,4,4,8-tetramethyl-1,2,3,4-tetrahydro-pyrido[4,3-b]indol-5-yl)-ethanol). Isolated yield 58.7%. RXN SMILES: [CH3:1][N:2]1[CH2:15][C:14]([CH3:17])([CH3:16])[C:5]2[NH:6][C:7]3[CH:8]=[CH:9][C:10]([CH3:13])=[CH:11][C:12]=3[C:4]=2[CH2:3]1.[H-].[Na+].[O:20]1[CH2:22][CH:21]1[C:23]1[CH:28]=[CH:27][N:26]=[CH:25][CH:24]=1>CN(C=O)C>[N:26]1[CH:27]=[CH:28][C:23]([CH:21]([OH:20])[CH2:22][N:6]2[C:7]3[CH:8]=[CH:9][C:10]([CH3:13])=[CH:11][C:12]=3[C:4]3[CH2:3][N:2]([CH3:1])[CH2:15][C:14]([CH3:17])([CH3:16])[C:5]2=3)=[CH:24][CH:25]=1 |f:1.2|. Procedure details: 2,4,4,8-Tetramethyl-2,3,4,5-tetrahydro-1H-pyrido[4,3-b]indole (1.0 gm, 4.385 mmol) was dissolved in DMF (8 mL) and sodium hydride (0.526 g, 13.15 mmol) was added portionwise under nitrogen. 4-Oxiranyl-pyridine (0.9 g, 7.45 mmol) was diluted in DMF (2 mL) and added dropwise at RT and stirred for 4 h. After consumption of starting material (by monitoring TLC & LCMS), the reaction mixture was poured in to ice water, product was precipitated and filtered, and the residue was washed with water & hexa...